From a dataset of the Open Reaction Database (ORD), a public repository of structured organic reaction records. describe an organic reaction: reactants, conditions, products, and yield Starting materials: C(C)=O (acetaldehyde), NC1=C(C=CC=C1)C1=C(C=NN1)[N+](=O)[O-] (5-(o-aminophenyl)-4-nitropyrazole). Run in C(C)O (ethanol), O (water), C(C)(=O)O (acetic acid), C(C)O (ethanol). Yields the product [N+](=O)([O-])C=1C=NN2C(NC=3C=CC=CC3C21)C (1-nitro-5-methyl-5,6-dihydropyrazolo[1,5-c]quinazoline). Yield: 91.2%. As a reaction SMILES: [NH2:1][C:2]1[CH:7]=[CH:6][CH:5]=[CH:4][C:3]=1[C:8]1[NH:12][N:11]=[CH:10][C:9]=1[N+:13]([O-:15])=[O:14].[CH:16](=O)[CH3:17]>O.C(O)(=O)C.C(O)C>[N+:13]([C:9]1[CH:10]=[N:11][N:12]2[C:8]=1[C:3]1[CH:4]=[CH:5][CH:6]=[CH:7][C:2]=1[NH:1][CH:16]2[CH3:17])([O-:15])=[O:14]. Reported procedure: 20.4 g (0.1 mole) of 5-(o-aminophenyl)-4-nitropyrazole are dissolved in a mixture of 250 ml of water, 400 ml of acetic acid and 175 ml of ethanol, then 10 ml (about 0.1 mole) of acetaldehyde in 10 ml of ethanol are added. Yellow crystals separate, immediately. Thus, 21.0 g (92%) of 1-nitro-5-methyl-5,6-dihydropyrazolo[1,5-c]quinazoline are obtained. M.p.: 173°-175° C. Reactants: CCOC(C)=O, CC#N, CCCCCCC, O=C1CCC(=O)N1Cl, CCOC(=O)c1ccc(N)c(OC)c1. Yields the product CCOC(=O)c1cc(Cl)c(N)c(OC)c1. Reaction SMILES: [C:26]([O:27][CH2:28][CH3:29])(=[O:30])[CH3:31].[CH3:1][C:2]#[N:3].[CH3:32][CH2:33][CH2:34][CH2:35][CH2:36][CH2:37][CH3:38].[Cl:4][N:5]1[C:6](=[O:7])[CH2:8][CH2:9][C:10]1=[O:11].[NH2:12][c:13]1[c:14]([O:24][CH3:25])[cH:15][c:16]([C:17](=[O:18])[O:19][CH2:20][CH3:21])[cH:22][cH:23]1>>[Cl:4][c:23]1[c:13]([NH2:12])[c:14]([O:24][CH3:25])[cH:15][c:16]([C:17](=[O:18])[O:19][CH2:20][CH3:21])[cH:22]1. The reactants are C[Mg]Br (methylmagnesium bromide), BrC1=C(C=C(C=O)C=C1)Cl (4-bromo-3-chlorobenzaldehyde), [Cl-].[NH4+] (ammonium chloride). Run in O1CCCC1 (tetrahydrofuran). Reaction conditions: temperature 25 celsius, time 3 hour. Yields the product BrC1=C(C=C(C=C1)C(C)O)Cl (1-(4-bromo-3-chlorophenyl)ethanol). Isolated yield 80.1%. RXN SMILES: [CH3:1][Mg]Br.[Br:4][C:5]1[CH:12]=[CH:11][C:8]([CH:9]=[O:10])=[CH:7][C:6]=1[Cl:13].[Cl-].[NH4+]>O1CCCC1>[Br:4][C:5]1[CH:12]=[CH:11][C:8]([CH:9]([OH:10])[CH3:1])=[CH:7][C:6]=1[Cl:13] |f:2.3|. Reported procedure: A solution of methylmagnesium bromide (4.8 mL, 3M, 14.4 mmol) was added dropwise to the solution of 4-bromo-3-chlorobenzaldehyde (1.52 g, 7.0 mmol) in tetrahydrofuran at −40° C. Then the mixture was stirred at 25° C. for 3 hrs. Saturated ammonium chloride solution (10 mL) was added to the mixture. The mixture was concentrated to give a residue. The residue was purified by column chromatography (silica gel, petroleum ethe/ethyl acetate=1:1) to give 1-(4-bromo-3-chlorophenyl)ethanol as a white sol...